This data is from the Open Reaction Database (ORD), a public repository of structured organic reaction records. The task is: describe an organic reaction: reactants, conditions, products, and yield Starting materials: COC(=O)N1CC(C(CC1)=O)C (racemic 3-methyl-4-oxo-piperidine-1-carboxylic acid methyl ester), C(C1=CC=CC=C1)N (benzylamine). Product: COC(=O)N1C[C@H]([C@H](CC1)NCC1=CC=CC=C1)C (Racemic cis 4-benzylamino-3-methyl-piperidine-1-carboxylic acid methyl ester). Reaction SMILES: [CH3:1][O:2][C:3]([N:5]1[CH2:10][CH2:9][C:8](=O)[CH:7]([CH3:12])[CH2:6]1)=[O:4].[CH2:13]([NH2:20])[C:14]1[CH:19]=[CH:18][CH:17]=[CH:16][CH:15]=1>>[CH3:1][O:2][C:3]([N:5]1[CH2:10][CH2:9][C@H:8]([NH:20][CH2:13][C:14]2[CH:19]=[CH:18][CH:17]=[CH:16][CH:15]=2)[C@H:7]([CH3:12])[CH2:6]1)=[O:4]. Reported procedure: Racemic cis 4-benzylamino-3-methyl-piperidine-1-carboxylic acid methyl ester was prepared in the same manner from racemic 3-methyl-4-oxo-piperidine-1-carboxylic acid methyl ester. In this instance, benzylamine was used instead of (R)-1-phenylethylamine. Reactants: [Cl-], C=CCNC(=O)c1nc[nH]c1[N+](=O)[O-]. The product is C=CCNC(=O)c1nc[nH]c1N. RXN SMILES: [Cl-:15].[N+:1]([O-:2])(=[O:3])[c:4]1[c:5]([C:9]([NH:10][CH2:11][CH:12]=[CH2:13])=[O:14])[n:6][cH:7][nH:8]1>>[NH2:1][c:4]1[c:5]([C:9]([NH:10][CH2:11][CH:12]=[CH2:13])=[O:14])[n:6][cH:7][nH:8]1.